This data is from the Open Reaction Database (ORD), a public repository of structured organic reaction records. The task is: describe an organic reaction: reactants, conditions, products, and yield Reactants: CN(C)C=O, [N-]=[N+]=NCc1nc(-c2ccc(C(F)(F)F)cc2)sc1COc1ccc(-c2noc(=O)[nH]2)c(F)c1, O, c1ccc(P(c2ccccc2)c2ccccc2)cc1. Product: NCc1nc(-c2ccc(C(F)(F)F)cc2)sc1COc1ccc(-c2noc(=O)[nH]2)c(F)c1. Reaction SMILES: [CH3:54][N:55]([CH3:56])[CH:57]=[O:58].[N:1](=[N+:2]=[N-:3])[CH2:4][c:5]1[n:6][c:7](-[c:25]2[cH:26][cH:27][c:28]([C:31]([F:32])([F:33])[F:34])[cH:29][cH:30]2)[s:8][c:9]1[CH2:10][O:11][c:12]1[cH:13][c:14]([F:24])[c:15](-[c:18]2[n:19][o:20][c:21](=[O:23])[nH:22]2)[cH:16][cH:17]1.[OH2:59].[c:35]1([P:36]([c:37]2[cH:38][cH:39][cH:40][cH:41][cH:42]2)[c:43]2[cH:44][cH:45][cH:46][cH:47][cH:48]2)[cH:49][cH:50][cH:51][cH:52][cH:53]1>>[NH2:1][CH2:4][c:5]1[n:6][c:7](-[c:25]2[cH:26][cH:27][c:28]([C:31]([F:32])([F:33])[F:34])[cH:29][cH:30]2)[s:8][c:9]1[CH2:10][O:11][c:12]1[cH:13][c:14]([F:24])[c:15](-[c:18]2[n:19][o:20][c:21](=[O:23])[nH:22]2)[cH:16][cH:17]1. Run in CCCCCC (hexane), O1CCCC1 (tetrahydrofuran). The product is BrCCCC(CC(=O)OC)(C1=CC=CC=C1)CC (methyl 5-bromo-2-ethyl-2-phenyl-pentanecarboxylate). Starting materials: C(CCC)[Li] (n-butyl lithium), solution, C(C)(C)NC(C)C (diisopropylamine), C1(=CC=CC=C1)C(CC(=O)OC)CC (methyl 2-phenylbutanecarboxylate), BrCCCBr (1,3-dibromopropane). RXN SMILES: C([Li])CCC.C(NC(C)C)(C)C.[C:13]1([CH:19]([CH2:25][CH3:26])[CH2:20][C:21]([O:23][CH3:24])=[O:22])[CH:18]=[CH:17][CH:16]=[CH:15][CH:14]=1.[Br:27][CH2:28][CH2:29][CH2:30]Br>CCCCCC.O1CCCC1>[Br:27][CH2:28][CH2:29][CH2:30][C:19]([CH2:25][CH3:26])([C:13]1[CH:18]=[CH:17][CH:16]=[CH:15][CH:14]=1)[CH2:20][C:21]([O:23][CH3:24])=[O:22]. Conditions: temperature -10 celsius, time 10 minute. Procedure details: 15 g (0.081 mol) of n-butyl lithium as a 2.5-molar solution in hexane are added dropwise to a solution of 11.35 ml (0.081 mol) of diisopropylamine in 200 ml of anhydrous tetrahydrofuran at −30° C. and stirred for 10 minutes at −10° C. 14.4 g (0.081 mol) of methyl 2-phenylbutanecarboxylate are added dropwise at −76° C. and stirred for 30 minutes at this temperature. Then 8.62 ml (0.085 mol) of 1,3-dibromopropane are added, when the addition has ended the cooling bath is removed and the mixture is... Starting materials: COC1=C(CBr)C=CC=C1OC (2,3-dimethoxybenzyl bromide), compound ( 40 ), [H-].[Na+] (sodium hydride), FC(CCC(C#N)C#N)(F)F ((3,3,3-trifluoropropyl)malononitrile). Run in CN(C=O)C (N,N-dimethylformamide). Yields the product COC1=C(CC(C#N)(C#N)CCC(F)(F)F)C=CC=C1OC (2-(2,3-dimethoxybenzyl)-2-(3,3,3-trifluoropropyl)malononitrile). The yield is 83.7%. As a reaction SMILES: [CH3:1][O:2][C:3]1[C:10]([O:11][CH3:12])=[CH:9][CH:8]=[CH:7][C:4]=1[CH2:5]Br.[H-].[Na+].[F:15][C:16]([F:25])([F:24])[CH2:17][CH2:18][CH:19]([C:22]#[N:23])[C:20]#[N:21]>CN(C)C=O>[CH3:1][O:2][C:3]1[C:10]([O:11][CH3:12])=[CH:9][CH:8]=[CH:7][C:4]=1[CH2:5][C:19]([CH2:18][CH2:17][C:16]([F:15])([F:24])[F:25])([C:20]#[N:21])[C:22]#[N:23] |f:1.2|. Reported procedure: Using 0.23 g of 2,3-dimethoxybenzyl bromide, 3 ml of N,N-dimethylformamide, 0.05 g of sodium hydride (60% in oil), and 0.17 g of (3,3,3-trifluoropropyl)malononitrile, and according to the process described in the Production Example 26, there was obtained 0.26 g of 2-(2,3-dimethoxybenzyl)-2-(3,3,3-trifluoropropyl)malononitrile (the present compound (40)).